From a dataset of the Open Reaction Database (ORD), a public repository of structured organic reaction records. describe an organic reaction: reactants, conditions, products, and yield Reactants: ClC1=CC=C(C=C1)C1(CCN(CC1)CCC=C1CC2=C(OC3=NC=CC=C31)C=CC=C2OCC(=O)OCC)O (4-(4-Chlorophenyl)-1-[3-(5,11-dihydro-7-ethoxycarbonylmethyloxy[1]benzoxepino[2,3-b]pyridin-5-ylidene)propyl]piperidin-4-ol), ClC1=CC=C(C=C1)C1(CCN(CC1)CCC=C1CC2=C(OC3=NC=CC=C31)C=CC=C2OCCCCCC(=O)OCC)O (4-(4-Chlorophenyl)-1-[3-(7-(5-ethoxycarbonyl-1-pentyl)oxy-5,11-dihydro[1]benzoxepino[2,3-b]pyridin-5-ylidene)propyl]piperidin-4-ol). The product is C(=O)(O)CCCCCOC1=CC=CC2=C1CC(C=1C(=NC=CC1)O2)=CCCN2CCC(CC2)(O)C2=CC=C(C=C2)Cl (1-[3-(7-(5-Carboxy-1-pentyl)oxy-5,11-dihydro[1]benzoxepino[2,3-b]pyridin-5-ylidene)propyl]-4-(4-chlorophenyl)piperidin-4-ol). RXN SMILES: ClC1C=CC(C2(O)CCN(CCC=C3C4C(=NC=CC=4)OC4C=CC=C(OCC(OCC)=O)C=4C3)CC2)=CC=1.[Cl:40][C:41]1[CH:46]=[CH:45][C:44]([C:47]2([OH:82])[CH2:52][CH2:51][N:50]([CH2:53][CH2:54][CH:55]=[C:56]3[C:66]4[C:61](=[N:62][CH:63]=[CH:64][CH:65]=4)[O:60][C:59]4[CH:67]=[CH:68][CH:69]=[C:70]([O:71][CH2:72][CH2:73][CH2:74][CH2:75][CH2:76][C:77]([O:79]CC)=[O:78])[C:58]=4[CH2:57]3)[CH2:49][CH2:48]2)=[CH:43][CH:42]=1>>[C:77]([CH2:76][CH2:75][CH2:74][CH2:73][CH2:72][O:71][C:70]1[C:58]2[CH2:57][C:56](=[CH:55][CH2:54][CH2:53][N:50]3[CH2:49][CH2:48][C:47]([C:44]4[CH:43]=[CH:42][C:41]([Cl:40])=[CH:46][CH:45]=4)([OH:82])[CH2:52][CH2:51]3)[C:66]3[C:61]([O:60][C:59]=2[CH:67]=[CH:68][CH:69]=1)=[N:62][CH:63]=[CH:64][CH:65]=3)([OH:79])=[O:78]. Procedure: The titled compound was prepared by following the procedure of Example 133, but replacing the product of Example 48 with the product of step 1.